From a dataset of the Open Reaction Database (ORD), a public repository of structured organic reaction records. describe an organic reaction: reactants, conditions, products, and yield Starting materials: solution, C(CCC)[Li] (n-butyllithium), hexanes, COC=1C=CC2=C(SC=C2)C1 (6-methoxybenzo[b]thiophene), resultant mixture. Solvent: C1CCOC1 (THF), C(=O)(O)[O-].[Na+] (NaHCO3). Reaction conditions: temperature -10 celsius, time 30 minute. Yields the product COC=1C=CC2=C(SC(=C2)C)C1 (6-methoxy-2-methylbenzo[b]thiophene). Reaction SMILES: [CH2:1]([Li])CCC.[CH3:6][O:7][C:8]1[CH:9]=[CH:10][C:11]2[CH:15]=[CH:14][S:13][C:12]=2[CH:16]=1>C1COCC1.C([O-])(O)=O.[Na+]>[CH3:6][O:7][C:8]1[CH:9]=[CH:10][C:11]2[CH:15]=[C:14]([CH3:1])[S:13][C:12]=2[CH:16]=1 |f:3.4|. Reported procedure: A 2.5 M solution of n-butyllithium in hexanes (20 ml, 50 mmole) was added under argon to a solution of 6-methoxybenzo[b]thiophene 1a (3.68 g, 22.4 mmole) in THF (150 ml) at −75°. After stirring at −75° for a further 30 minutes, the cooling bath was exchanged and the reaction warmed to −10° C. prior to addition of CH3l (4.2 ml, 9.58 g, 67 mmole). The resultant mixture was stirred at 0° C. for an additional 30 minutes, then allowed to gradually warm to room temperature before diluting with saturat... Starting materials: ClC1=CC(=C(N=N1)OC1=C(C=CC=C1)C)OC (6-chloro-4-methoxy-3-(2-methylphenoxy)pyridazine), C(CCC)[Sn](C=C)(CCCC)CCCC (tributyl-(vinyl)tin), C(C)(=O)OCC (ethyl acetate), [F-].[Na+] (sodium fluoride). The reagents and catalysts are C=1C=CC(=CC1)[P](C=2C=CC=CC2)(C=3C=CC=CC3)[Pd]([P](C=4C=CC=CC4)(C=5C=CC=CC5)C=6C=CC=CC6)([P](C=7C=CC=CC7)(C=8C=CC=CC8)C=9C=CC=CC9)[P](C=1C=CC=CC1)(C=1C=CC=CC1)C=1C=CC=CC1 (tetrakis(triphenylphosphine)palladium). Solvent: C1(=CC=CC=C1)C (toluene), O (water). Reaction conditions: time 30 minute. Product: COC1=C(N=NC(=C1)C=C)OC1=C(C=CC=C1)C (4-methoxy-3-(2-methylphenoxy)-6-vinylpyridazine). Isolated yield 88.6%. Reaction SMILES: Cl[C:2]1[N:7]=[N:6][C:5]([O:8][C:9]2[CH:14]=[CH:13][CH:12]=[CH:11][C:10]=2[CH3:15])=[C:4]([O:16][CH3:17])[CH:3]=1.[CH2:18]([Sn](CCCC)(CCCC)C=C)[CH2:19]CC.C(OCC)(=O)C.[F-].[Na+]>C1(C)C=CC=CC=1.C1C=CC([P]([Pd]([P](C2C=CC=CC=2)(C2C=CC=CC=2)C2C=CC=CC=2)([P](C2C=CC=CC=2)(C2C=CC=CC=2)C2C=CC=CC=2)[P](C2C=CC=CC=2)(C2C=CC=CC=2)C2C=CC=CC=2)(C2C=CC=CC=2)C2C=CC=CC=2)=CC=1.O>[CH3:17][O:16][C:4]1[CH:3]=[C:2]([CH:18]=[CH2:19])[N:7]=[N:6][C:5]=1[O:8][C:9]1[CH:14]=[CH:13][CH:12]=[CH:11][C:10]=1[CH3:15] |f:3.4,^1:51,53,72,91|. Procedure: In toluene (2 mL) was dissolved 123 mg (0.490 mmol) of 6-chloro-4-methoxy-3-(2-methylphenoxy)pyridazine obtained in Example 2 (1), 246 mg (0.776 mmol) of tributyl-(vinyl)tin, and then, 119 mg (0.103 mmol) of tetrakis(triphenylphosphine)palladium were successively added to the solution at room temperature, and the resulting mixture was refluxed for 3 hours. The reaction mixture was allowed to stand for cooling, ethyl acetate (5 mL), water (3 mL) and sodium fluoride were added to the mixture, and ... As a reaction SMILES: [CH3:28][O-:29].[F:1][c:2]1[c:3]([S:10](=[O:11])(=[O:12])[c:13]2[cH:14][cH:15][c:16]([CH:19]=[CH:20][c:21]3[cH:22][cH:23][c:24]([F:27])[cH:25][cH:26]3)[cH:17][cH:18]2)[cH:4][cH:5][cH:6][c:7]1[O:8][CH3:9].[Na+:30]>>[c:2]1([O:29][CH3:28])[c:3]([S:10](=[O:11])(=[O:12])[c:13]2[cH:14][cH:15][c:16]([CH:19]=[CH:20][c:21]3[cH:22][cH:23][c:24]([F:27])[cH:25][cH:26]3)[cH:17][cH:18]2)[cH:4][cH:5][cH:6][c:7]1[O:8][CH3:9]. Reactants: C[O-], COc1cccc(S(=O)(=O)c2ccc(C=Cc3ccc(F)cc3)cc2)c1F, [Na+]. Yields the product COc1cccc(S(=O)(=O)c2ccc(C=Cc3ccc(F)cc3)cc2)c1OC. The reactants are BrC1=CC=C(C=C1)N(S(=O)(=O)C)CC(=O)OC(C)(C)C (tert-butyl [(4-bromophenyl)(methylsulfonyl) amino]acetate), BrC1=CC=C(C=C1)N(S(=O)(=O)C)CC(=O)OC(C)(C)C (tert-butyl [(4-bromophenyl)(methylsulfonyl) amino]acetate). Solvent: C1(=CC=CC=C1)C (toluene). Product: BrC1=CC=C(C=C1)N(S(=O)(=O)C)CC(=O)O ([(4-Bromophenyl)(methylsulfonyl)amino]acetic acid). Yield: 95.9%. Reaction SMILES: [Br:1][C:2]1[CH:7]=[CH:6][C:5]([N:8]([CH2:13][C:14]([O:16]C(C)(C)C)=[O:15])[S:9]([CH3:12])(=[O:11])=[O:10])=[CH:4][CH:3]=1>C1(C)C=CC=CC=1>[Br:1][C:2]1[CH:3]=[CH:4][C:5]([N:8]([CH2:13][C:14]([OH:16])=[O:15])[S:9]([CH3:12])(=[O:10])=[O:11])=[CH:6][CH:7]=1. Procedure: A suspension of tert-butyl [(4-bromophenyl)(methylsulfonyl) amino]acetate (intermediate 2, 1.00 g, 2.74 mmol) and silica gel (13.7 g) in toluene (88 mL) was heated at reflux for 4 h. The reaction was cooled to room temperature and filtered, the filter cake was washed with methanol/dichloromethane (20/80; 2×100 mL). Evaporation of the combined organic filtrates gave the title compound as a white solid (0.81 g, 95%). LC/MS: 2.81 min; z/e 325 and 327, calcd (M+18) 325 and 327. 1H NMR (400 MHz: MeOD... Starting materials: COC1=C(C(=O)OC)C=C(C=C1)I (methyl 2-Methoxy-5-iodobenzoate), C1(=CC=CC=C1)B(O)O (phenylboronic acid), tetrakistriphenylphosphine palladium, C([O-])([O-])=O.[Na+].[Na+] (sodium carbonate). The solvent is C1(=CC=CC=C1)C.C(C)O.O (toluene ethanol water). Product: COC1=C(C(=O)OC)C=C(C=C1)C1=CC=CC=C1 (Methyl 2-Methoxy-5-phenylbenzoate). RXN SMILES: [CH3:1][O:2][C:3]1[CH:12]=[CH:11][C:10](I)=[CH:9][C:4]=1[C:5]([O:7][CH3:8])=[O:6].[C:14]1(B(O)O)[CH:19]=[CH:18][CH:17]=[CH:16][CH:15]=1.C(=O)([O-])[O-].[Na+].[Na+]>C1(C)C=CC=CC=1.C(O)C.O>[CH3:1][O:2][C:3]1[CH:12]=[CH:11][C:10]([C:14]2[CH:19]=[CH:18][CH:17]=[CH:16][CH:15]=2)=[CH:9][C:4]=1[C:5]([O:7][CH3:8])=[O:6] |f:2.3.4,5.6.7|. Reported procedure: 1.06 g (3.64 mmol) of methyl 2-Methoxy-5-iodobenzoate, 460 mg (3.78 mmol) of phenylboronic acid, 83 mg (2 molar %) of tetrakistriphenylphosphine palladium and 1.52 g (14.4 mmol) of sodium carbonate were heated under reflux in 12 ml of toluene/ethanol/water (2/1/1) solvent mixture for 2 hours. After the filtration through Celite followed by the after treatment conducted by an ordinary method, the obtained residue was purified by the silica gel column chromatography to obtain the title compound. Starting materials: ClC1=CC=C(C=C1)B(O)O (4-chlorophenylboronic acid), C([O-])([O-])=O.[Na+].[Na+] (sodium carbonate), Cl (hydrochloric acid), BrC1=CC(=C(C(=C1)C)C=1C(N(C2(C1O)CCN(CC2)OC)C)=O)Cl (3-(4-bromo-2-chloro-6-methyl-phenyl)-4-hydroxy-8-methoxy-1-methyl-1,8-diaza-spiro[4.5]dec-3-en-2-one), tetrakis(triphenyl-phosphine)palladium(0). Solvent: O (water), C(OC)COC (dimethoxyethane). Run at time 15 minute. Product: ClC=1C=C(C=C(C1C=1C(N(C2(C1O)CCN(CC2)OC)C)=O)C)C2=CC=C(C=C2)Cl (3-(3,4′-Dichloro-5-methyl-biphenyl-4-yl)-4-hydroxy-8-methoxy-1-methyl-1,8-diaza-spiro[4.5]dec-3-en-2-one). As a reaction SMILES: Br[C:2]1[CH:7]=[C:6]([CH3:8])[C:5]([C:9]2[C:10](=[O:23])[N:11]([CH3:22])[C:12]3([CH2:19][CH2:18][N:17]([O:20][CH3:21])[CH2:16][CH2:15]3)[C:13]=2[OH:14])=[C:4]([Cl:24])[CH:3]=1.[Cl:25][C:26]1[CH:31]=[CH:30][C:29](B(O)O)=[CH:28][CH:27]=1.C(=O)([O-])[O-].[Na+].[Na+].Cl>C(COC)OC.O>[Cl:24][C:4]1[CH:3]=[C:2]([C:29]2[CH:30]=[CH:31][C:26]([Cl:25])=[CH:27][CH:28]=2)[CH:7]=[C:6]([CH3:8])[C:5]=1[C:9]1[C:10](=[O:23])[N:11]([CH3:22])[C:12]2([CH2:19][CH2:18][N:17]([O:20][CH3:21])[CH2:16][CH2:15]2)[C:13]=1[OH:14] |f:2.3.4|. Procedure: To a solution of 3-(4-bromo-2-chloro-6-methyl-phenyl)-4-hydroxy-8-methoxy-1-methyl-1,8-diaza-spiro[4.5]dec-3-en-2-one (compound P2.34) (150 mg, 0.361 mmol) in dimethoxyethane (10 ml) under argon atmosphere was added tetrakis(triphenyl-phosphine)palladium(0) (25 mg, 0.022 mmol) and the mixture stirred at room temperature for 15 minutes. After further addition of water (2 ml), 4-chlorophenylboronic acid (68 mg, 0.435 mmol) and sodium carbonate (153 mg, 1.444 mmol), the mixture was heated at 80° C.... Starting materials: FC(C=1C=C(C(=O)N2[C@@H](CN(CC2)CC#CCN2[C@@H](COCC2)C(=O)OCC)CC2=CC(=C(C=C2)C)C)C=C(C1)C(F)(F)F)(F)F ((2R)-1-[3,5-bis(trifluoromethyl)benzoyl]-2-(3,4-dimethylbenzyl)-4-[4-((3S)-3-ethoxycarbonylmorpholino)-2-butynyl]piperazine), [OH-].[Na+] (sodium hydroxide). Run in C(C)O (ethanol). Run at time 2 hour. Yields the product FC(C=1C=C(C(=O)N2[C@@H](CN(CC2)CC#CCN2[C@@H](COCC2)C(=O)O)CC2=CC(=C(C=C2)C)C)C=C(C1)C(F)(F)F)(F)F ((2R)-1-[3,5-bis(trifluoromethyl)benzoyl]-2-(3,4-dimethylbenzyl)-4-[4-((3S)-3-carboxymorpholino)-2-butynyl]piperazine). Yield: 64.7%. As a reaction SMILES: [F:1][C:2]([F:46])([F:45])[C:3]1[CH:4]=[C:5]([CH:38]=[C:39]([C:41]([F:44])([F:43])[F:42])[CH:40]=1)[C:6]([N:8]1[CH2:13][CH2:12][N:11]([CH2:14][C:15]#[C:16][CH2:17][N:18]2[CH2:23][CH2:22][O:21][CH2:20][C@H:19]2[C:24]([O:26]CC)=[O:25])[CH2:10][C@H:9]1[CH2:29][C:30]1[CH:35]=[CH:34][C:33]([CH3:36])=[C:32]([CH3:37])[CH:31]=1)=[O:7].[OH-].[Na+]>C(O)C>[F:44][C:41]([F:42])([F:43])[C:39]1[CH:38]=[C:5]([CH:4]=[C:3]([C:2]([F:1])([F:46])[F:45])[CH:40]=1)[C:6]([N:8]1[CH2:13][CH2:12][N:11]([CH2:14][C:15]#[C:16][CH2:17][N:18]2[CH2:23][CH2:22][O:21][CH2:20][C@H:19]2[C:24]([OH:26])=[O:25])[CH2:10][C@H:9]1[CH2:29][C:30]1[CH:35]=[CH:34][C:33]([CH3:36])=[C:32]([CH3:37])[CH:31]=1)=[O:7] |f:1.2|. Procedure details: A solution of (2R)-1-[3,5-bis(trifluoromethyl)benzoyl]-2-(3,4-dimethylbenzyl)-4-[4-((3S)-3-ethoxycarbonylmorpholino)-2-butynyl]piperazine (0.42 g) in ethanol (30 ml) was added 1N sodium hydroxide solution (30 ml) and the whole was stirred at room temperature for 2 hours. The solvent was removed under reduced pressure and the residual aqueous solution was neutralized with conc. hydrochloric acid. The solution was extracted with dichloromethane. The extract was dried over magnesium sulfate and eva... Starting materials: C1(O)=CC(O)=CC=C1 (resorcinol), C1(=CC=CC=C1)O (phenol), C[N+](CCCC)(CCCC)CCCC (methyltributylammonium), [OH-].[Na+] (NaOH), diacid chlorides, C(=O)(Cl)Cl (phosgene). The solvent is O (water), C(Cl)Cl (methylene chloride), O (water), C(C)N(CC)CC (triethylamine), C(Cl)Cl (methylene chloride). Product: CC(C)(C=1C=CC(=CC1)O)C=2C=CC(=CC2)O (BPA). As a reaction SMILES: [C:1]1([CH:8]=[CH:7][CH:6]=[C:4]([OH:5])[CH:3]=1)O.C[N+](CCCC)(CCCC)[CH2:11][CH2:12][CH2:13]C.[OH-].[Na+].[C:25]1([OH:31])[CH:30]=[CH:29][CH:28]=[CH:27][CH:26]=1.C(Cl)(Cl)=O>O.C(N(CC)CC)C.C(Cl)Cl>[CH3:11][C:12]([C:28]1[CH:27]=[CH:26][C:25]([OH:31])=[CH:30][CH:29]=1)([C:8]1[CH:1]=[CH:3][C:4]([OH:5])=[CH:6][CH:7]=1)[CH3:13] |f:2.3|. Procedure: Into a 500 ml Morton flask equipped with a mechanical stirrer, a reflux condenser, a nitrogen bypass, a pH probe and a phosgene dip tube was placed 6.88 g of resorcinol, 100 ml of methylene chloride, 20 ml of water and 0.5 ml of 75 wt % aqueous methyltributylammonium (MTBA). The pH was adjusted to and maintained at 7 with 25 wt % of NaOH as 29 g of a 35 wt % solution of diacid chlorides (DACS) in methylene chloride (delivers 50 mmol of 50/50 isophthaloyl chloride (IPC)/terephthaloyl chloride (TP... Reported procedure: The title compound was prepared by the method of Example 14 using the title product of Example 44 (1.1 g, 4 mmol) instead of benzylamine. Chromatography of the crude residue on silica gel using 50--50 ethyl acetate-heptane as eluant gave the title compound (875 mg) as a white powder, m.p. 36.4°-38.1° C. (DSC). The structure was supported by NMR, infrared spectroscopy, optical rotation ([α]36525 +81.9°, CHCl3), elemental analysis, and mass spectroscopy. Reaction SMILES: [CH2:1]([O:3][C:4](=[O:11])[C@H:5]([C@H:7]([CH2:9][CH3:10])[CH3:8])[NH2:6])[CH3:2].[C:12]([O:15][CH2:16][CH3:17])(=O)C.[CH3:18][CH2:19][CH2:20][CH2:21][CH2:22][CH2:23][CH3:24]>>[CH3:12][O:15][CH2:16][CH2:17][CH2:18][CH2:19][CH2:20][CH2:21][CH2:22][CH2:23][CH2:24][CH2:7][CH2:5][C:4]([NH:6][C@H:5]([C:4]([O:3][CH2:1][CH3:2])=[O:11])[C@H:7]([CH2:9][CH3:10])[CH3:8])=[O:3] |f:1.2|. Reactants: C(C)(=O)OCC.CCCCCCC (ethyl acetate heptane), C(C)OC([C@@H](N)[C@@H](C)CC)=O (L-Isoleucine Ethyl Ester). Product: crude residue, COCCCCCCCCCCCC(=O)N[C@@H]([C@@H](C)CC)C(=O)OCC (N-(12-Methoxy-1-oxododecyl)-L-isoleucine, Ethyl ester).